From a dataset of the Open Reaction Database (ORD), a public repository of structured organic reaction records. describe an organic reaction: reactants, conditions, products, and yield The reactants are CN(C)C(=O)Nc1ccc(O)c(Cl)c1, O=C(CCl)c1ccccc1, [F-], [K+], CN(C)C=O, O. Product: CN(C)C(=O)Nc1ccc(OCC(=O)c2ccccc2)c(Cl)c1. As a reaction SMILES: [Cl:18][c:19]1[cH:20][c:21]([NH:26][C:27]([N:28]([CH3:29])[CH3:30])=[O:31])[cH:22][cH:23][c:24]1[OH:25].[Cl:1][CH2:2][C:3](=[O:4])[c:5]1[cH:6][cH:7][cH:8][cH:9][cH:10]1.[F-:11].[K+:12].[O:13]=[CH:14][N:15]([CH3:16])[CH3:17].[OH2:32]>>[CH2:2]([C:3](=[O:4])[c:5]1[cH:6][cH:7][cH:8][cH:9][cH:10]1)[O:25][c:24]1[c:19]([Cl:18])[cH:20][c:21]([NH:26][C:27]([N:28]([CH3:29])[CH3:30])=[O:31])[cH:22][cH:23]1. Reactants: CO, Cl, [Li+], [OH-], O, COC(=O)C=Cc1ccc2[nH]ccc2c1. Yields the product O=C(O)C=Cc1ccc2[nH]ccc2c1. Reaction SMILES: [CH3:19][OH:20].[ClH:18].[Li+:17].[OH-:16].[OH2:21].[nH:1]1[cH:2][cH:3][c:4]2[cH:5][c:6]([CH:10]=[CH:11][C:12](=[O:13])[O:14][CH3:15])[cH:7][cH:8][c:9]12>>[nH:1]1[cH:2][cH:3][c:4]2[cH:5][c:6]([CH:10]=[CH:11][C:12](=[O:13])[OH:14])[cH:7][cH:8][c:9]12.